From a dataset of the Open Reaction Database (ORD), a public repository of structured organic reaction records. describe an organic reaction: reactants, conditions, products, and yield The reactants are CC(C)(C)N1CC(C(=O)O)C(c2ccc(Cl)cc2)C1, CC1(C)CCC(N(C(=O)C(C)(C)C(C)(C)O)C2CCNC2)CC1. Product: CC1(C)CCC(N(C(=O)C(C)(C)C(C)(C)O)C2CCN(C(=O)C3CN(C(C)(C)C)CC3c3ccc(Cl)cc3)C2)CC1. Reaction SMILES: [C:24]([CH3:25])([CH3:26])([CH3:27])[N:28]1[CH2:29][CH:30]([C:40](=[O:41])[OH:42])[CH:31]([c:33]2[cH:34][cH:35][c:36]([Cl:39])[cH:37][cH:38]2)[CH2:32]1.[CH3:1][C:2]1([CH3:23])[CH2:3][CH2:4][CH:5]([N:8]([C:9]([C:10]([C:11]([CH3:12])([CH3:13])[OH:14])([CH3:15])[CH3:16])=[O:17])[CH:18]2[CH2:19][NH:20][CH2:21][CH2:22]2)[CH2:6][CH2:7]1>>[CH3:1][C:2]1([CH3:23])[CH2:3][CH2:4][CH:5]([N:8]([C:9]([C:10]([C:11]([CH3:12])([CH3:13])[OH:14])([CH3:15])[CH3:16])=[O:17])[CH:18]2[CH2:19][N:20]([C:40]([CH:30]3[CH2:29][N:28]([C:24]([CH3:25])([CH3:26])[CH3:27])[CH2:32][CH:31]3[c:33]3[cH:34][cH:35][c:36]([Cl:39])[cH:37][cH:38]3)=[O:41])[CH2:21][CH2:22]2)[CH2:6][CH2:7]1. The reactants are C1CCOC1, O=C=Nc1ccc(Cl)c(C(F)(F)F)c1, Nc1ccc(Oc2ccnc(NCCCO)n2)cc1. Reaction SMILES: [CH2:34]1[O:35][CH2:36][CH2:37][CH2:38]1.[Cl:1][c:2]1[c:3]([C:11]([F:12])([F:13])[F:14])[cH:4][c:5]([N:8]=[C:9]=[O:10])[cH:6][cH:7]1.[NH2:15][c:16]1[cH:17][cH:18][c:19]([O:20][c:21]2[n:22][c:23]([NH:27][CH2:28][CH2:29][CH2:30][OH:31])[n:24][cH:25][cH:26]2)[cH:32][cH:33]1>>[Cl:1][c:2]1[c:3]([C:11]([F:12])([F:13])[F:14])[cH:4][c:5]([NH:8][C:9](=[O:10])[NH:15][c:16]2[cH:17][cH:18][c:19]([O:20][c:21]3[n:22][c:23]([NH:27][CH2:28][CH2:29][CH2:30][OH:31])[n:24][cH:25][cH:26]3)[cH:32][cH:33]2)[cH:6][cH:7]1. Product: O=C(Nc1ccc(Oc2ccnc(NCCCO)n2)cc1)Nc1ccc(Cl)c(C(F)(F)F)c1. The reactants are Cc1ccc(S(=O)(=O)Cl)cc1, Cc1ccc(CCO)cc1, c1ccncc1. Product: Cc1ccc(CCOS(=O)(=O)c2ccc(C)cc2)cc1. Reaction SMILES: [c:11]1([CH3:21])[cH:12][cH:13][c:14]([S:17](=[O:18])(=[O:19])[Cl:20])[cH:15][cH:16]1.[c:1]1([CH3:10])[cH:2][cH:3][c:4]([CH2:7][CH2:8][OH:9])[cH:5][cH:6]1.[cH:22]1[cH:23][cH:24][n:25][cH:26][cH:27]1>>[c:1]1([CH3:10])[cH:2][cH:3][c:4]([CH2:7][CH2:8][O:9][S:17]([c:14]2[cH:13][cH:12][c:11]([CH3:21])[cH:16][cH:15]2)(=[O:18])=[O:19])[cH:5][cH:6]1. Starting materials: Cl (hydrochloric acid), BrC=1C2=CC=CC=C2C=C2C=CC=CC12 (9-Bromoanthracene), CCCCCC.C(CCC)[Li] (n-butyllithium hexane), B(OC)(OC)OC (trimethyl borate). Solvent: O1CCCC1 (THF), C1(=CC=CC=C1)C (toluene), O1CCCC1 (THF). Reaction conditions: temperature -40 celsius, time 30 minute. Product: C1=CC=CC2=CC3=CC=CC=C3C(=C12)B(O)O (9-anthraceneboronic acid). Yield: 73.0%. RXN SMILES: Br[C:2]1[C:3]2[C:8]([CH:9]=[C:10]3[C:15]=1[CH:14]=[CH:13][CH:12]=[CH:11]3)=[CH:7][CH:6]=[CH:5][CH:4]=2.CCCCCC.C([Li])CCC.[B:27](OC)([O:30]C)[O:28]C.Cl>C1(C)C=CC=CC=1.O1CCCC1>[CH:14]1[C:15]2[C:10](=[CH:9][C:8]3[C:3]([C:2]=2[B:27]([OH:30])[OH:28])=[CH:4][CH:5]=[CH:6][CH:7]=3)[CH:11]=[CH:12][CH:13]=1 |f:1.2|. Reported procedure: 9-Bromoanthracene 38.6 g was dissolved in dehydrated toluene 80 ml and dehydrated THF (tetrahydrofuran) 160 ml, and the solution was cooled to −40° C. A 1.58M n-butyllithium hexane solution 106 ml was dropwise added thereto and stirred at −40° C. for 30 minutes, the temperature was elevated up to −10° C. The solution was cooled again down to −70° C., and a dehydrated THF solution of trimethyl borate 50.0 ml was gradually dropwise added thereto. The solution was stirred at −70° C. for 2 hours and...